The task is: describe an organic reaction: reactants, conditions, products, and yield. This data is from the Open Reaction Database (ORD), a public repository of structured organic reaction records. Reactants: C(=O)(O)CNC(=O)C1=CC=C(C=C1)NC(=O)N[C@@H](C(C)C)C(=O)N1[C@H](C(=O)NC(C(C(F)(F)F)=O)C(C)C)CCC1 (3(RS)-[[4-(carboxymethylaminocarbonyl)phenylaminocarbonyl]-L-valyl-L-prolyl]amino-1,1,1-trifluoro-2-oxo-4-methylpentane), Cl.CNC (dimethylamine hydrochloride). The product is CN(C(=O)CNC(=O)C1=CC=C(C=C1)NC(=O)N[C@@H](C(C)C)C(=O)N1[C@H](C(=O)NC(C(C(F)(F)F)=O)C(C)C)CCC1)C (3(RS)-[[4-(Dimethylaminocarbonylmethylaminocarbonyl)phenylaminocarbonyl]-L-valyl-L-prolyl]amino-1,1,1-trifluoro-2-oxo-4-methylpentane). The yield is 35.8%. As a reaction SMILES: [C:1]([CH2:4][NH:5][C:6]([C:8]1[CH:13]=[CH:12][C:11]([NH:14][C:15]([NH:17][C@H:18]([C:22]([N:24]2[CH2:41][CH2:40][CH2:39][C@H:25]2[C:26]([NH:28][CH:29]([CH:36]([CH3:38])[CH3:37])[C:30](=[O:35])[C:31]([F:34])([F:33])[F:32])=[O:27])=[O:23])[CH:19]([CH3:21])[CH3:20])=[O:16])=[CH:10][CH:9]=1)=[O:7])([OH:3])=O.Cl.[CH3:43][NH:44][CH3:45]>>[CH3:43][N:44]([CH3:45])[C:1]([CH2:4][NH:5][C:6]([C:8]1[CH:9]=[CH:10][C:11]([NH:14][C:15]([NH:17][C@H:18]([C:22]([N:24]2[CH2:41][CH2:40][CH2:39][C@H:25]2[C:26]([NH:28][CH:29]([CH:36]([CH3:37])[CH3:38])[C:30](=[O:35])[C:31]([F:34])([F:32])[F:33])=[O:27])=[O:23])[CH:19]([CH3:20])[CH3:21])=[O:16])=[CH:12][CH:13]=1)=[O:7])=[O:3] |f:1.2|. Procedure details: 3(RS)-[[4-(Dimethylaminocarbonylmethylaminocarbonyl)phenylaminocarbonyl]-L-valyl-L-prolyl]amino-1,1,1-trifluoro-2-oxo-4-methylpentane (0.03 g) was prepared from 3(RS)-[[4-(carboxymethylaminocarbonyl)phenylaminocarbonyl]-L-valyl-L-prolyl]amino-1,1,1-trifluoro-2-oxo-4-methylpentane (0.08 g) and dimethylamine hydrochloride (0.012 g) by a similar method to that of Example 1. Reaction SMILES: [CH3:24][C:25](=[O:26])[O:27][C:28](=[O:29])[CH3:30].[Cl:31][CH2:32][Cl:33].[NH2:1][c:2]1[cH:3][c:4]2[c:5]([nH:6][c:7]([C:9](=[O:10])[O:11][C:12]([CH3:13])([CH3:14])[CH3:15])[n:8]2)[cH:16][cH:17]1.[cH:18]1[cH:19][cH:20][n:21][cH:22][cH:23]1>>[NH:1]([c:2]1[cH:3][c:4]2[c:5]([nH:6][c:7]([C:9](=[O:10])[O:11][C:12]([CH3:13])([CH3:14])[CH3:15])[n:8]2)[cH:16][cH:17]1)[C:25]([CH3:24])=[O:26]. Product: CC(=O)Nc1ccc2[nH]c(C(=O)OC(C)(C)C)nc2c1. Reactants: CC(=O)OC(C)=O, ClCCl, CC(C)(C)OC(=O)c1nc2cc(N)ccc2[nH]1, c1ccncc1. Starting materials: C(C1=CC=CC=C1)OC1=CC(N(C=C1)CC(=O)C1=C(C=C(C=C1)CO)C)=O (4-Benzyloxy-1-[2-(4-hydroxymethyl-2-methyl-phenyl)-2-oxo-ethyl]-1H-pyridin-2-one), COC=1C=CC(=NC1)COC1=CC(NN=C1)=O (5-(5-Methoxy-pyridin-2-ylmethoxy)-2H-pyridazin-3-one). Product: OCC1=CC(=C(C=C1)C(CN1N=CC(=CC1=O)OCC1=NC=C(C=C1)OC)=O)C (2-[2-(4-Hydroxymethyl-2-methyl-phenyl)-2-oxo-ethyl]-5-(5-methoxy-pyridin-2-ylmethoxy)-2H-pyridazin-3-one). Isolated yield 70.0%. RXN SMILES: C(OC1C=CN([CH2:15][C:16]([C:18]2[CH:23]=[CH:22][C:21]([CH2:24][OH:25])=[CH:20][C:19]=2[CH3:26])=[O:17])C(=O)C=1)C1C=CC=CC=1.[CH3:28][O:29][C:30]1[CH:31]=[CH:32][C:33]([CH2:36][O:37][C:38]2[CH:43]=[N:42][NH:41][C:40](=[O:44])[CH:39]=2)=[N:34][CH:35]=1>>[OH:25][CH2:24][C:21]1[CH:22]=[CH:23][C:18]([C:16](=[O:17])[CH2:15][N:41]2[C:40](=[O:44])[CH:39]=[C:38]([O:37][CH2:36][C:33]3[CH:32]=[CH:31][C:30]([O:29][CH3:28])=[CH:35][N:34]=3)[CH:43]=[N:42]2)=[C:19]([CH3:26])[CH:20]=1. Procedure: 2-[2-(4-Hydroxymethyl-2-methyl-phenyl)-2-oxo-ethyl]-5-(5-methoxy-pyridin-2-ylmethoxy)-2H-pyridazin-3-one is prepared following preparation 1c employing 5-(5-methoxy-pyridin-2-ylmethoxy)-2H-pyridazin-3-one (preparation 9b) instead of 4-benzyloxy-1H-pyridin-2-one. Reaction SMILES: [Cl:22][c:23]1[n:24][cH:25][cH:26][c:27]([Cl:29])[n:28]1.[I:1][c:2]1[n:3][c:4](-[c:12]2[cH:13][cH:14][c:15]([C:18]([F:19])([F:20])[F:21])[cH:16][cH:17]2)[cH:5][c:6]([C:8]([F:9])([F:10])[F:11])[n:7]1>>[c:2]1(-[c:27]2[cH:26][cH:25][n:24][c:23]([Cl:22])[n:28]2)[n:3][c:4](-[c:12]2[cH:13][cH:14][c:15]([C:18]([F:19])([F:20])[F:21])[cH:16][cH:17]2)[cH:5][c:6]([C:8]([F:9])([F:10])[F:11])[n:7]1. Yields the product FC(F)(F)c1ccc(-c2cc(C(F)(F)F)nc(-c3ccnc(Cl)n3)n2)cc1. Starting materials: Clc1ccnc(Cl)n1, FC(F)(F)c1ccc(-c2cc(C(F)(F)F)nc(I)n2)cc1. The reactants are CC(CC(=O)NC=1C=C2C(=NC=NC2=CC1)NC=C(C(=O)OC)C(=O)OC)(C)C (dimethyl [{6-(3,3-dimethylbutyramido)-4-quinazolinylamino}methylene]propanedioate), C1(=CC=CC=C1)OC1=CC=CC=C1 (diphenylether). Solvent: CCCCCC (hexane). Run at temperature 260 celsius, time 10 minute. Yields the product O=C1C(=CN=C2N1C=NC=1C=CC(=CC21)NC(CC(C)(C)C)=O)C(=O)OC (methyl 4-oxo-10-(3,3-dimethylbutyramido)-4H-pyrimido[1,2-c]quinazoline-3-carboxylate). The yield is 93.5%. Reaction SMILES: [CH3:1][C:2]([CH3:29])([CH3:28])[CH2:3][C:4]([NH:6][C:7]1[CH:8]=[C:9]2[C:14](=[CH:15][CH:16]=1)[N:13]=[CH:12][N:11]=[C:10]2[NH:17][CH:18]=[C:19]([C:24]([O:26]C)=O)[C:20]([O:22][CH3:23])=[O:21])=[O:5].C1(OC2C=CC=CC=2)C=CC=CC=1>CCCCCC>[O:26]=[C:24]1[N:11]2[CH:12]=[N:13][C:14]3[CH:15]=[CH:16][C:7]([NH:6][C:4](=[O:5])[CH2:3][C:2]([CH3:28])([CH3:1])[CH3:29])=[CH:8][C:9]=3[C:10]2=[N:17][CH:18]=[C:19]1[C:20]([O:22][CH3:23])=[O:21]. Procedure: A mixture of dimethyl [{6-(3,3-dimethylbutyramido)-4-quinazolinylamino}methylene]propanedioate (7.30 g) and diphenylether (44 ml) was stirred at 260° C. for 10 minutes and then cooled to ambient temperature. To the mixture was added hexane to give crystals, which were filtered off and washed with hexane to give crystalline methyl 4-oxo-10-(3,3-dimethylbutyramido)-4H-pyrimido[1,2-c]quinazoline-3-carboxylate (6.28 g). RXN SMILES: Br[C:2]1[C:3]([N:22]2[CH2:26][CH2:25][C@@H:24]([OH:27])[CH2:23]2)=[N:4][CH:5]=[C:6]([CH:21]=1)[C:7]([NH:9][C:10]1[CH:15]=[CH:14][C:13]([O:16][C:17]([Cl:20])([F:19])[F:18])=[CH:12][CH:11]=1)=[O:8].[F:28][C:29]1[CH:30]=[C:31](B(O)O)[CH:32]=[N:33][CH:34]=1>>[Cl:20][C:17]([F:19])([F:18])[O:16][C:13]1[CH:14]=[CH:15][C:10]([NH:9][C:7]([C:6]2[CH:21]=[C:2]([C:31]3[CH:32]=[N:33][CH:34]=[C:29]([F:28])[CH:30]=3)[C:3]([N:22]3[CH2:26][CH2:25][C@@H:24]([OH:27])[CH2:23]3)=[N:4][CH:5]=2)=[O:8])=[CH:11][CH:12]=1. Reported procedure: The title compound was prepared in an analogous fashion to that described in Example 151 using (R)-5-bromo-N-(4-(chlorodifluoromethoxy)phenyl)-6-(3-hydroxypyrrolidin-1-yl)nicotinamide (Stage 171.1) and (5-fluoropyridin-3-yl)boronic acid to afford a white solid. UPLC-MS (Condition 3) tR=1.03 min, m/z=479.1 [M+H]+, m/z=523.0 [M+ formic acid-H]; 1H-NMR (400 MHz, DMSO-d6) δ ppm 1.68-1.79 (m, 1H) 1.80-1.91 (m, 1H) 2.87 (d, J=11.17 Hz, 1H) 3.17-3.29 (m, 2H) 3.35-3.45 (m, 1H) 4.20 (br. s, 1H) 4.89 (d, ... Reactants: BrC=1C(=NC=C(C(=O)NC2=CC=C(C=C2)OC(F)(F)Cl)C1)N1C[C@@H](CC1)O ((R)-5-bromo-N-(4-(chlorodifluoromethoxy)phenyl)-6-(3-hydroxypyrrolidin-1-yl)nicotinamide), FC=1C=C(C=NC1)B(O)O ((5-fluoropyridin-3-yl)boronic acid), formic acid-H. Product: ClC(OC1=CC=C(C=C1)NC(=O)C=1C=C(C(=NC1)N1C[C@@H](CC1)O)C=1C=NC=C(C1)F)(F)F ((R)—N-(4-(Chlorodifluoromethoxy)phenyl)-5′-fluoro-2-(3-hydroxypyrrolidin-1-yl)-[3,3′-bipyridine]-5-carboxamide). The reactants are ClC1=C(C(=C(C(=C1OC([C@H]1N(CCC1)C(CNC(=O)OCC1=CC=CC=C1)=O)=O)Cl)Cl)Cl)Cl (benzyloxycarbonylglycyl-proline pentachlorophenyl ester), COC([C@@H](N)C)=O (alanine methyl ester), C(C)N1CCCCC1 (N-ethylpiperidine), Cl (hydrochloride). Solvent: CN(C=O)C (dimethylformamide). Reaction conditions: time 12 hour. Yields the product COC([C@@H](NC([C@H]1N(CCC1)C(CNC(=O)OCC1=CC=CC=C1)=O)=O)C)=O (Benzyloxycarbonylglycyl-prolyl-alanine methyl ester). Isolated yield 50.0%. RXN SMILES: ClC1C(O[C:9](=[O:29])[C@@H:10]2[CH2:14][CH2:13][CH2:12][N:11]2[C:15](=[O:28])[CH2:16][NH:17][C:18]([O:20][CH2:21][C:22]2[CH:27]=[CH:26][CH:25]=[CH:24][CH:23]=2)=[O:19])=C(Cl)C(Cl)=C(Cl)C=1Cl.[CH3:34][O:35][C:36](=[O:40])[C@H:37]([CH3:39])[NH2:38].Cl.C(N1CCCCC1)C>CN(C)C=O>[CH3:34][O:35][C:36](=[O:40])[C@H:37]([CH3:39])[NH:38][C:9](=[O:29])[C@@H:10]1[CH2:14][CH2:13][CH2:12][N:11]1[C:15](=[O:28])[CH2:16][NH:17][C:18]([O:20][CH2:21][C:22]1[CH:23]=[CH:24][CH:25]=[CH:26][CH:27]=1)=[O:19]. Reported procedure: To a solution of benzyloxycarbonylglycyl-proline pentachlorophenyl ester (5.55 g, 10 mmoles) in dimethylformamide (30 ml) was added alanine methyl ester liberated from its hydrochloride (1.4 g, 10 mmoles) with N-ethylpiperidine (1.4 ml). After 5 hours of a stirring and 12 hours of standing at room temperature the solution was evaporated, the residue was taken into ethyl acetate and the organic phase was washed successively with 1M hydrochloric acid, water, 5% sodium hydrogencarbonate and water, ...